This data is from the Open Reaction Database (ORD), a public repository of structured organic reaction records. The task is: describe an organic reaction: reactants, conditions, products, and yield Reactants: C(C)OC(CC1(CNC(C1)=O)C1=CC(=C(C=C1)OC)OC)=O ([3-(3,4-dimethoxy-phenyl)-5-oxo-pyrrolidin-3-yl]-acetic acid ethyl ester), O (H2O), O (H2O), [OH-].[Na+] (NaOH). Solvent: C1CCOC1 (THF), C1CCOC1 (THF), ClCCl (dichloromethane). Yields the product COC=1C=C(C=CC1OC)C1(CNCC1)CCO (2-[3-(3,4-dimethoxy-phenyl)-pyrrolidin-3-yl]-ethanol). RXN SMILES: C([O:3][C:4](=O)[CH2:5][C:6]1([C:12]2[CH:17]=[CH:16][C:15]([O:18][CH3:19])=[C:14]([O:20][CH3:21])[CH:13]=2)[CH2:10][C:9](=O)[NH:8][CH2:7]1)C.O.[OH-].[Na+]>C1COCC1.ClCCl>[CH3:21][O:20][C:14]1[CH:13]=[C:12]([C:6]2([CH2:5][CH2:4][OH:3])[CH2:10][CH2:9][NH:8][CH2:7]2)[CH:17]=[CH:16][C:15]=1[O:18][CH3:19] |f:2.3|. Reported procedure: Combined LiA1H4 (4.80 g, 127 mmol, 4 eq) and anhydrous THF (200 mL). Added portionwise, a slurry of [3-(3,4-dimethoxy-phenyl)-5-oxo-pyrrolidin-3-yl]-acetic acid ethyl ester (9.72 g, 31.6 mmol) in THF (100 mL). After the addition was complete, the reaction was heated at reflux overnight. Cooled in an ice/NaCl bath. Cautiously added H2O (4.8 mL), NaOH (4.8 mL, 15%), and H2O (19.2 mL). Filtered. Concentrated the filtrate to obtain a residue. Dissolved the residue in dichloromethane and dried over M... Starting materials: O=c1[nH]c2ccc(Br)cc2s1, [K+], [K+], O=C([O-])[O-], CN(C)C=O, O, O=P(Cl)(Cl)Cl. Yields the product Clc1nc2ccc(Br)cc2s1. As a reaction SMILES: [Br:11][c:12]1[cH:13][c:14]2[c:15]([nH:16][c:17](=[O:19])[s:18]2)[cH:20][cH:21]1.[K+:22].[K+:23].[O-:24][C:25]([O-:26])=[O:27].[O:1]=[CH:2][N:3]([CH3:4])[CH3:5].[OH2:28].[P:6]([Cl:7])([Cl:8])([Cl:9])=[O:10]>>[Cl:8][c:17]1[n:16][c:15]2[c:14]([cH:13][c:12]([Br:11])[cH:21][cH:20]2)[s:18]1. Reactants: Cc1oc(-c2ccccc2)nc1CCC(=O)c1ccc(CC2SC(=O)NC2=O)cc1, CCO, CCOC(C)=O, Cl, NO, c1ccncc1. Yields the product Cc1oc(-c2ccccc2)nc1CCC(=NO)c1ccc(CC2SC(=O)NC2=O)cc1. As a reaction SMILES: [CH3:1][c:2]1[c:3]([CH2:13][CH2:14][C:15](=[O:16])[c:17]2[cH:18][cH:19][c:20]([CH2:21][CH:22]3[C:23](=[O:28])[NH:24][C:25](=[O:27])[S:26]3)[cH:29][cH:30]2)[n:4][c:5](-[c:7]2[cH:8][cH:9][cH:10][cH:11][cH:12]2)[o:6]1.[CH3:40][CH2:41][OH:42].[CH3:43][CH2:44][O:45][C:46](=[O:47])[CH3:48].[ClH:31].[NH2:32][OH:33].[cH:34]1[cH:35][cH:36][n:37][cH:38][cH:39]1>>[CH3:1][c:2]1[c:3]([CH2:13][CH2:14][C:15]([c:17]2[cH:18][cH:19][c:20]([CH2:21][CH:22]3[C:23](=[O:28])[NH:24][C:25](=[O:27])[S:26]3)[cH:29][cH:30]2)=[N:32][OH:33])[n:4][c:5](-[c:7]2[cH:8][cH:9][cH:10][cH:11][cH:12]2)[o:6]1. The reactants are CN(C)C=O (DMF), C(C(=O)Cl)(=O)Cl (oxalyl chloride), NC1=C(N=C(S1)NC1=CC=CC2=CC=CC=C12)C(=O)N (5-amino-2-(naphthalene-1-ylamino)thiazole-4-carboxamide), C(C)(=O)NC1=CC=C(C(=O)O)C=C1 (4-acetamidobenzoic acid). Solvent: C1CCOC1 (THF), N1=CC=CC=C1 (pyridine). Reaction conditions: time 2 hour. Yields the product C(C)(=O)NC1=CC=C(C(=O)NC2=C(N=C(S2)NC2=CC=CC3=CC=CC=C23)C(=O)N)C=C1 (5-(4-acetamidobenzamido)-2-(naphthalen-1-ylamino)thiazole-4-carboxamide). Isolated yield 29.2%. Reaction SMILES: [C:1]([NH:4][C:5]1[CH:13]=[CH:12][C:8]([C:9]([OH:11])=O)=[CH:7][CH:6]=1)(=[O:3])[CH3:2].CN(C=O)C.C(Cl)(=O)C(Cl)=O.[NH2:25][C:26]1[S:30][C:29]([NH:31][C:32]2[C:41]3[C:36](=[CH:37][CH:38]=[CH:39][CH:40]=3)[CH:35]=[CH:34][CH:33]=2)=[N:28][C:27]=1[C:42]([NH2:44])=[O:43]>C1COCC1.N1C=CC=CC=1>[C:1]([NH:4][C:5]1[CH:6]=[CH:7][C:8]([C:9]([NH:25][C:26]2[S:30][C:29]([NH:31][C:32]3[C:41]4[C:36](=[CH:37][CH:38]=[CH:39][CH:40]=4)[CH:35]=[CH:34][CH:33]=3)=[N:28][C:27]=2[C:42]([NH2:44])=[O:43])=[O:11])=[CH:12][CH:13]=1)(=[O:3])[CH3:2]. Reported procedure: To a mixture of 4-acetamidobenzoic acid (0.151 g, 0.845 mmol) and a catalytic amount of DMF in dry THF (8 mL) was added dropwise oxalyl chloride (0.12 mL, 1.40 mmol) at 0° C., and the mixture was stirred for 2 hrs at rt. The solvent was evaporated, and the residual oxalyl chloride was removed with azeotropic distillation using toluene under nitrogen atmosphere. The resulting acid chloride was then dissolved in pyridine (5 mL) and cooled to 0° C. To this solution, a solution of 5-amino-2-(naphtha... Starting materials: C(#C)C=1C=CC(=C(C(=O)OCC)C1)O (ethyl 5-ethynyl-2-hydroxybenzoate), IC1=CC=C(C=C1)S(=O)(=O)NC1=NC=CC=C1C (4-iodo-N-(3-methyl-2-pyridinyl)benzenesulfonamide). The reagents and catalysts are C=1C=CC(=CC1)[P](C=2C=CC=CC2)(C=3C=CC=CC3)[Pd]([P](C=4C=CC=CC4)(C=5C=CC=CC5)C=6C=CC=CC6)([P](C=7C=CC=CC7)(C=8C=CC=CC8)C=9C=CC=CC9)[P](C=1C=CC=CC1)(C=1C=CC=CC1)C=1C=CC=CC1 (Tetrakis(triphenylphosphine)palladium), [Cu]I (copper(I)iodide). Solvent: O1CCCC1 (tetrahydrofuran), C(C)N(CC)CC (triethylamine). Run at time 15 minute. Product: OC1=C(C(=O)OCC)C=C(C=C1)C#CC1=CC=C(C=C1)S(=O)(=O)NC1=NC=CC=C1C (Ethyl 2-hydroxy-5-[[4-[(3-methyl-2-pyridinylamino)sulfonyl]phenyl]ethynyl]benzoate). As a reaction SMILES: [C:1]([C:3]1[CH:4]=[CH:5][C:6]([OH:14])=[C:7]([CH:13]=1)[C:8]([O:10][CH2:11][CH3:12])=[O:9])#[CH:2].I[C:16]1[CH:21]=[CH:20][C:19]([S:22]([NH:25][C:26]2[C:31]([CH3:32])=[CH:30][CH:29]=[CH:28][N:27]=2)(=[O:24])=[O:23])=[CH:18][CH:17]=1>O1CCCC1.C(N(CC)CC)C.C1C=CC([P]([Pd]([P](C2C=CC=CC=2)(C2C=CC=CC=2)C2C=CC=CC=2)([P](C2C=CC=CC=2)(C2C=CC=CC=2)C2C=CC=CC=2)[P](C2C=CC=CC=2)(C2C=CC=CC=2)C2C=CC=CC=2)(C2C=CC=CC=2)C2C=CC=CC=2)=CC=1.[Cu]I>[OH:14][C:6]1[CH:5]=[CH:4][C:3]([C:1]#[C:2][C:16]2[CH:21]=[CH:20][C:19]([S:22]([NH:25][C:26]3[C:31]([CH3:32])=[CH:30][CH:29]=[CH:28][N:27]=3)(=[O:24])=[O:23])=[CH:18][CH:17]=2)=[CH:13][C:7]=1[C:8]([O:10][CH2:11][CH3:12])=[O:9] |^1:48,50,69,88|. Reported procedure: Tetrakis(triphenylphosphine)palladium (0.29 g, 0.25 mmol) and copper(I)iodide (0.095 g, 0.5 mmol) were added to a solution of ethyl 5-ethynyl-2-hydroxybenzoate (10.5 g, 55 mmol) and 4-iodo-N-(3-methyl-2-pyridinyl)benzenesulfonamide (18.7 g, 50 mmol) in tetrahydrofuran (7:5 ml) and triethylamine (75 ml) at 55° C. After 2 h the solid product was collected with filtration and washed with hydrochloric acid (1M). The material was boiled in formic acid (300 ml ) for 15 min. and filtered. Water (200 ml... Reactants: CCCCCCCC, ClCCl, O, O=S(=O)(O)O, CCCCCCCCC(O)(CCCCCCCC)c1ccsc1-c1cccs1. Product: CCCCCCCCC1(CCCCCCCC)c2ccsc2-c2sccc21. Reaction SMILES: [CH3:38][CH2:39][CH2:40][CH2:41][CH2:42][CH2:43][CH2:44][CH3:45].[Cl:34][CH2:35][Cl:36].[OH2:37].[S:1](=[O:2])(=[O:3])([OH:4])[OH:5].[s:6]1[c:7](-[c:29]2[s:30][cH:31][cH:32][cH:33]2)[c:8]([C:11]([CH2:12][CH2:13][CH2:14][CH2:15][CH2:16][CH2:17][CH2:18][CH3:19])([CH2:20][CH2:21][CH2:22][CH2:23][CH2:24][CH2:25][CH2:26][CH3:27])[OH:28])[cH:9][cH:10]1>>[s:6]1[c:7]2[c:8]([cH:9][cH:10]1)[C:11]([CH2:12][CH2:13][CH2:14][CH2:15][CH2:16][CH2:17][CH2:18][CH3:19])([CH2:20][CH2:21][CH2:22][CH2:23][CH2:24][CH2:25][CH2:26][CH3:27])[c:33]1[c:29]-2[s:30][cH:31][cH:32]1. The yield is 81.0%. Yields the product COC1=CC=C(C=C1)N1N=C(C(C=C1)=O)C=1N(N=CC1)C1=CC=CC=C1 (1-(4-Methoxy-phenyl)-3-(2-phenyl-2H-pyrazol-3-yl)-1H-pyridazin-4-one). Reaction SMILES: C[N:2](C)/[CH:3]=[CH:4]/[C:5]([C:7]1[C:12](=[O:13])[CH:11]=[CH:10][N:9]([C:14]2[CH:19]=[CH:18][C:17]([O:20][CH3:21])=[CH:16][CH:15]=2)[N:8]=1)=O.[C:23]1([NH:29]N)[CH:28]=[CH:27][CH:26]=[CH:25][CH:24]=1>>[CH3:21][O:20][C:17]1[CH:18]=[CH:19][C:14]([N:9]2[CH:10]=[CH:11][C:12](=[O:13])[C:7]([C:5]3[N:29]([C:23]4[CH:28]=[CH:27][CH:26]=[CH:25][CH:24]=4)[N:2]=[CH:3][CH:4]=3)=[N:8]2)=[CH:15][CH:16]=1. Procedure: The product was obtained starting from 3-((E)-3-Dimethylamino-acryloyl)-1-(4-methoxyl-phenyl)-1H-pyridazin-4-one (A-2) and phenylhydrazine according to the method described for Example 1 in 81% yield. MS: M=345.0 (M+H)+ Starting materials: CN(/C=C/C(=O)C1=NN(C=CC1=O)C1=CC=C(C=C1)OC)C (3-((E)-3-Dimethylamino-acryloyl)-1-(4-methoxyl-phenyl)-1H-pyridazin-4-one), C1(=CC=CC=C1)NN (phenylhydrazine). The product is ClC1=CC=C(CN2C(=CC=3C2=NC=C(C3)OC)C(=O)OCC)C=C1 (Ethyl 1-(4-Chloro-benzyl)-5-methoxy-1H-pyrrolo[2,3-b]pyridine-2-carboxylate). Procedure: To Ethyl 5-methoxy-1H-pyrrolo[2,3-b]pyridine-2-carboxylate isolated in step 3 (166 mg; 0.753 mmol) in DMF (2 mL) and THF (1 mL) cooled to 0° C. was added solid sodium hydride (60% dispersion in mineral oil; 40 mg, 1.00 mmol) and the solution allowed to warm to ambient temperature. 4-chlorobenzylchloride (181 mg, 1.12 mmol) was then added and the reaction maintained at ambient temperature. After completion (as determined by TLC analysis) the reaction mixture was partitioned between EtOAc and wate... Solvent: CN(C)C=O (DMF), C1CCOC1 (THF). Starting materials: COC=1C=C2C(=NC1)NC(=C2)C(=O)OCC (Ethyl 5-methoxy-1H-pyrrolo[2,3-b]pyridine-2-carboxylate), ClC1=CC=C(CCl)C=C1 (4-chlorobenzylchloride), [H-].[Na+] (sodium hydride). As a reaction SMILES: [CH3:1][O:2][C:3]1[CH:4]=[C:5]2[CH:11]=[C:10]([C:12]([O:14][CH2:15][CH3:16])=[O:13])[NH:9][C:6]2=[N:7][CH:8]=1.[H-].[Na+].[Cl:19][C:20]1[CH:27]=[CH:26][C:23]([CH2:24]Cl)=[CH:22][CH:21]=1>CN(C=O)C.C1COCC1>[Cl:19][C:20]1[CH:27]=[CH:26][C:23]([CH2:24][N:9]2[C:6]3=[N:7][CH:8]=[C:3]([O:2][CH3:1])[CH:4]=[C:5]3[CH:11]=[C:10]2[C:12]([O:14][CH2:15][CH3:16])=[O:13])=[CH:22][CH:21]=1 |f:1.2|. Reactants: C(#N)C1=CC=C(C=C1)O (p-cyanophenol), CO (methanol), CNCCN (N-methylethylenediamine). Run at time 8 hour. Yields the product O.CN1C(=NCC1)C1=CC=C(C=C1)O.CN1C(=NCC1)C1=CC=C(C=C1)O (4-(4,5-Dihydro-1-methyl-1H-imidazol-2-yl)phenol hemihydrate). As a reaction SMILES: [C:1]([C:3]1[CH:8]=[CH:7][C:6]([OH:9])=[CH:5][CH:4]=1)#N.[CH3:10][NH:11][CH2:12][CH2:13][NH2:14].CO>>[OH2:9].[CH3:10][N:11]1[CH2:12][CH2:13][N:14]=[C:1]1[C:3]1[CH:8]=[CH:7][C:6]([OH:9])=[CH:5][CH:4]=1.[CH3:10][N:11]1[CH2:12][CH2:13][N:14]=[C:1]1[C:3]1[CH:8]=[CH:7][C:6]([OH:9])=[CH:5][CH:4]=1 |f:3.4.5|. Procedure: Anhydrous hydrogen chloride gas was bubbled into a cold (0° C.) stirred solution of p-cyanophenol (30 g, 0.25 mole) in 120 ml methanol for 70 min. The resultant heavy suspension was stoppered and stirred overnight. After cooling in an ice bath, the solid was collected by filtration and rinsed twice with cold methanol. The solid was then dried under nitrogen to a weight of 46.56 g. The solid was resuspended in 150 ml methanol, chilled in an ice bath, and N-methylethylenediamine (22 g, 0.25 mole) ... Yield: 87.6%. Reaction conditions: time 16 hour. Run in C(C)OCC (diethyl ether). Procedure: To a solution of 4-[N-(diphenylmethylene)amino]tetrahydropyran-4-carboxylic acid ethyl ester (16.0 grams, 0.047 mole) in diethyl ether (120 mL) was added 1M aqueous hydrochloric acid solution (100 mL). The mixture was stirred vigorously at room temperature for 16 hours. The layers were separated and the aqueous layer washed with diethyl ether. The aqueous layer was brought to pH 10 with dilute aqueous ammonium hydroxide solution and extracted with dichloromethane. The organic extract was dried o... Reaction SMILES: [CH2:1]([O:3][C:4]([C:6]1([N:12]=C(C2C=CC=CC=2)C2C=CC=CC=2)[CH2:11][CH2:10][O:9][CH2:8][CH2:7]1)=[O:5])[CH3:2].Cl>C(OCC)C>[CH2:1]([O:3][C:4]([C:6]1([NH2:12])[CH2:7][CH2:8][O:9][CH2:10][CH2:11]1)=[O:5])[CH3:2]. Starting materials: C(C)OC(=O)C1(CCOCC1)N=C(C1=CC=CC=C1)C1=CC=CC=C1 (4-[N-(diphenylmethylene)amino]tetrahydropyran-4-carboxylic acid ethyl ester), Cl (hydrochloric acid). Yields the product C(C)OC(=O)C1(CCOCC1)N (4-aminotetrahydropyran-4-carboxylic acid ethyl ester).